describe an organic reaction: reactants, conditions, products, and yield From a dataset of the Open Reaction Database (ORD), a public repository of structured organic reaction records. The reactants are C(C)(=O)OCC1=C(C=C(C(=C1)OC)OCCCl)COC(C)=O (2-[(acetyloxy)methyl]-4-(2-chloroethoxy)-5-methoxybenzyl acetate), N (ammonia). The solvent is CO (methanol). Conditions: time 15 hour. Yields the product ClCCOC1=CC(=C(C=C1OC)CO)CO ([4-(2-chloroethoxy)-2-(hydroxymethyl)-5-methoxyphenyl]methanol). Yield: 94.5%. As a reaction SMILES: C([O:4][CH2:5][C:6]1[CH:11]=[C:10]([O:12][CH3:13])[C:9]([O:14][CH2:15][CH2:16][Cl:17])=[CH:8][C:7]=1[CH2:18][O:19]C(=O)C)(=O)C.N>CO>[Cl:17][CH2:16][CH2:15][O:14][C:9]1[C:10]([O:12][CH3:13])=[CH:11][C:6]([CH2:5][OH:4])=[C:7]([CH2:18][OH:19])[CH:8]=1. Procedure details: A solution of 14.0 g of the 2-[(acetyloxy)methyl]-4-(2-chloroethoxy)-5-methoxybenzyl acetate in 600 mL of methanol is stirred and cooled in an ice bath while ammonia gas is bubbled in, until the solution is saturated. The flask is stoppered and stored in the refrigerator for 15 hours. The reaction mixture is evaporated to give a white solid which is dried and chromatographed on a silica gel column eluting with 2:1 hexanes/ethyl acetate, to give 9.87 g of [4-(2-chloroethoxy)-2-(hydroxymethyl)-5-m... Run at time 5 hour. Solvent: petroleum ether, C(C)OCC (diethyl ether). The yield is 85.0%. RXN SMILES: [O:1]=[CH:2][C:3]([Cl:6])([Cl:5])[Cl:4].[CH2:7]=[C:8]([CH3:10])[CH3:9].[Sn](Cl)(Cl)(Cl)Cl>C(OCC)C>[Cl:4][C:3]([Cl:6])([Cl:5])[CH:2]([OH:1])[CH2:9][C:8]([CH3:10])=[CH2:7]. Yields the product ClC(C(CC(=C)C)O)(Cl)Cl (1,1,1-trichloro-4-methyl-4-penten-2-ol). The reactants are [Sn](Cl)(Cl)(Cl)Cl (tin tetrachloride), 59.0, O=CC(Cl)(Cl)Cl (chloral), C=C(C)C (isobutene). Procedure details: A mixture of 59.0 psrts of chloral [trichloroacetaldehyde], 29.2 parts of isobutene and 80 parts of petroleum ether was cooled to a temperature in the range of from -20° C. to -5° C. 4.2 Parts of anhydrous tin tetrachloride were added thereto dropwise and the mass was stirred for 5 hours while the temperature was kept at that point. Thereafter, the reaction mixture was diluted with diethyl ether and washed with about 50 parts of water. Low boiling point matter was distilled out from the organic ... The reactants are C(C)(=O)O (acetic acid), C(=O)O (formic acid), C(C)(=O)OC (methyl acetate), CI (methyl iodide), [Al] (aluminum), [C]=O (carbon monoxide). The reagents and catalysts are O.O.O.[Rh](Cl)(Cl)Cl (rhodium chloride trihydrate). Reaction conditions: time 30 minute. The product is C(=O)OC (methyl formate), C(C)(=O)OC (methyl acetate). RXN SMILES: CI.[Al].C(O)=O.[C:7]([O:10][CH3:11])(=[O:9])[CH3:8].[C]=O.C(O)(=O)C>O.O.O.[Rh](Cl)(Cl)Cl>[CH:7]([O:10][CH3:11])=[O:9].[C:7]([O:10][CH3:11])(=[O:9])[CH3:8] |f:6.7.8.9,^3:11|. Procedure: 0.34 g of rhodium chloride trihydrate, 4.9 ml of methyl iodide, 0.6 g of aluminum powder, 27 g (587 mmol) of formic acid and 41 g (553 mmol) of methyl acetate were fed into the same autoclave as the one used in Example 1, followed by pressurizing by carbon monoxide to 20 kg/cm2 in the same manner as described in Example 2. The reaction was carried out at 170° C. for 30 minutes. 31 mmol of methyl formate, 72 mmol of methyl acetate and 931 mmol of acetic acid were produced. This means that 81.4 mo... Reported procedure: A reactor having interior enameling, a total capacity of 630 liters, an effective capacity of 500 liters and a cooling surface of 2.73 m3, was charged with 500 liters of a 15 weight-percent solution of diketene in methylene chloride, and cooled to -20° C. During a period of about 6 hours, a total of 82 kg of chlorine gas was fed into the reactor. The addition of the chlorine gas was in such a way that the temperature at no time rised above -10° C. The reaction mixture was stirred by means of an ... As a reaction SMILES: C=C1OC(=O)C1.ClCl.[Cl:9][CH2:10][C:11](=[O:16])[CH2:12][C:13](Cl)=[O:14].[CH2:17]([OH:19])[CH3:18]>C(Cl)Cl>[CH2:17]([O:19][C:13](=[O:14])[CH2:12][C:11]([CH2:10][Cl:9])=[O:16])[CH3:18]. Reactants: C=C1CC(=O)O1 (diketene), ClCl (chlorine), ClCl (chlorine), ClCC(CC(=O)Cl)=O (γ-chloroacetoacetic acid chloride), C(C)O (ethyl alcohol). Run in C(Cl)Cl (methylene chloride). Run at temperature -20 celsius, time 6 hour. Product: C(C)OC(CC(=O)CCl)=O (γ-chloroacetoacetic ethyl ester). Starting materials: I(=O)(=O)(=O)[O-].[Na+] (sodium periodate), C(=C)C1CC(NC12CC2)=O (7-ethenyl-4-azaspiro[2.4]heptan-5-one). Reagents/catalysts: [Os](=O)(=O)(=O)=O (Osmium tetroxide). Solvent: CO (methanol), O (water). Conditions: time 4 hour. Product: O=C1NC2(CC2)C(C1)C=O (5-oxo-4-azaspiro[2.4]heptane-7-carbaldehyde). RXN SMILES: I([O-])(=O)(=O)=[O:2].[Na+].[CH:7]([CH:9]1[C:13]2([CH2:15][CH2:14]2)[NH:12][C:11](=[O:16])[CH2:10]1)=C>CO.O.[Os](=O)(=O)(=O)=O>[O:16]=[C:11]1[CH2:10][CH:9]([CH:7]=[O:2])[C:13]2([CH2:15][CH2:14]2)[NH:12]1 |f:0.1|. Reported procedure: Osmium tetroxide (55 mg, 0.22 mmol) and sodium periodate (1.4 g, 6.6 mmol) were added in portions to a solution of 7-ethenyl-4-azaspiro[2.4]heptan-5-one (0.50 g, 3.3 mmol) in methanol (8 mL) and water (12 mL) at room temperature. The reaction mixture was stirred at room temperature for 4 hours. The reaction mixture was filtered and the filtrate was dried under reduced pressure to afford 5-oxo-4-azaspiro[2.4]heptane-7-carbaldehyde. The material was used in the next step without purification. MS E... The reactants are NC(=O)CBr, O=C([O-])[O-], C1CCOC1, [K+], [K+], CC(C)n1ncnc1-c1nc2c(s1)CCOc1cc(C3CNC3)ccc1-2. Yields the product CC(C)n1ncnc1-c1nc2c(s1)CCOc1cc(C3CN(CC(N)=O)C3)ccc1-2. RXN SMILES: [Br:33][CH2:34][C:35](=[O:36])[NH2:37].[C:27](=[O:28])([O-:29])[O-:30].[CH2:38]1[O:39][CH2:40][CH2:41][CH2:42]1.[K+:31].[K+:32].[NH:1]1[CH2:2][CH:3]([c:5]2[cH:6][c:7]3[c:8]([cH:25][cH:26]2)-[c:9]2[n:10][c:11](-[c:17]4[n:18]([CH:22]([CH3:23])[CH3:24])[n:19][cH:20][n:21]4)[s:12][c:13]2[CH2:14][CH2:15][O:16]3)[CH2:4]1>>[N:1]1([CH2:34][C:35](=[O:36])[NH2:37])[CH2:2][CH:3]([c:5]2[cH:6][c:7]3[c:8]([cH:25][cH:26]2)-[c:9]2[n:10][c:11](-[c:17]4[n:18]([CH:22]([CH3:23])[CH3:24])[n:19][cH:20][n:21]4)[s:12][c:13]2[CH2:14][CH2:15][O:16]3)[CH2:4]1.